This data is from the Open Reaction Database (ORD), a public repository of structured organic reaction records. The task is: describe an organic reaction: reactants, conditions, products, and yield Reactants: O=C(OCc1ccccc1)N1CCC(c2ccccc2)(N2CCCC2)CC1, CO, CCO, ClC(Cl)Cl, [K+], [OH-]. The product is c1ccc(C2(N3CCCC3)CCNCC2)cc1. As a reaction SMILES: [CH2:3]([O:4][C:5](=[O:6])[N:13]1[CH2:14][CH2:15][C:16]([N:19]2[CH2:20][CH2:21][CH2:22][CH2:23]2)([c:24]2[cH:25][cH:26][cH:27][cH:28][cH:29]2)[CH2:17][CH2:18]1)[c:7]1[cH:8][cH:9][cH:10][cH:11][cH:12]1.[CH3:30][OH:31].[CH3:36][CH2:37][OH:38].[Cl:32][CH:33]([Cl:34])[Cl:35].[K+:2].[OH-:1]>>[NH:13]1[CH2:14][CH2:15][C:16]([N:19]2[CH2:20][CH2:21][CH2:22][CH2:23]2)([c:24]2[cH:25][cH:26][cH:27][cH:28][cH:29]2)[CH2:17][CH2:18]1. Reactants: COC(=O)C=1C=C2C(=NNC2=CC1)I (3-iodo-1H-indazole-5-carboxylic acid methyl ester), CC(C)(C)[O-].[K+] (KOt-Bu), IC (iodomethane). Run in C1CCOC1 (THF). Run at temperature 0 celsius, time 30 minute. The product is COC(=O)C=1C=C2C(=NN(C2=CC1)C)I (3-iodo-1-methyl-1H-indazole-5-carboxylic acid methyl ester). The yield is 90.8%. Reaction SMILES: [CH3:1][O:2][C:3]([C:5]1[CH:6]=[C:7]2[C:11](=[CH:12][CH:13]=1)[NH:10][N:9]=[C:8]2[I:14])=[O:4].[CH3:15]C([O-])(C)C.[K+].IC>C1COCC1>[CH3:1][O:2][C:3]([C:5]1[CH:6]=[C:7]2[C:11](=[CH:12][CH:13]=1)[N:10]([CH3:15])[N:9]=[C:8]2[I:14])=[O:4] |f:1.2|. Procedure details: To a solution of 3-iodo-1H-indazole-5-carboxylic acid methyl ester (1.0 g, 3.31 mmol) in THF (12 mL) at 0° C. was added KOt-Bu (520 mg, 4.63 mmol). The reaction mixture was stirred at 0° C. for 30 min then added iodomethane (0.29 mL, 4.63 mmol). Stirred at 0° C. for 30 min then warmed to room temperature and stirred for 2 h. The reaction was quenched with water and extracted with EtOAc (2×) then with CH2Cl2 (2×). The combined organics were dried over MgSO4 and concentrated to afford 950 mg of 3-... Starting materials: Cl (HCl), C(C)(C)(C)OC(=O)N1CC(CC1)(C(=O)C=1C=C2C=CNC2=CC1)CC1=CC=CC=C1 (3-benzyl-3-(1H-indole-5-carbonyl)-pyrrolidine-1-carboxylic acid tert-butyl ester). Solvent: CO (MeOH). Conditions: time 6 hour. The product is C(C1=CC=CC=C1)C1(CNCC1)C(=O)C=1C=C2C=CNC2=CC1 ((3-Benzyl-pyrrolidin-3-yl)-(1H-indol-5-yl)-methanone). Yield: 93.0%. As a reaction SMILES: Cl.C(OC([N:9]1[CH2:13][CH2:12][C:11]([CH2:25][C:26]2[CH:31]=[CH:30][CH:29]=[CH:28][CH:27]=2)([C:14]([C:16]2[CH:17]=[C:18]3[C:22](=[CH:23][CH:24]=2)[NH:21][CH:20]=[CH:19]3)=[O:15])[CH2:10]1)=O)(C)(C)C>CO>[CH2:25]([C:11]1([C:14]([C:16]2[CH:17]=[C:18]3[C:22](=[CH:23][CH:24]=2)[NH:21][CH:20]=[CH:19]3)=[O:15])[CH2:12][CH2:13][NH:9][CH2:10]1)[C:26]1[CH:31]=[CH:30][CH:29]=[CH:28][CH:27]=1. Procedure details: A solution of HCl (1.0 M in MeOH, 12 mL) was added to a solution of 3-benzyl-3-(1H-indole-5-carbonyl)-pyrrolidine-1-carboxylic acid tert-butyl ester enantiomer A (257 mg, 0.635 mmol) in MeOH (5 mL). The resulting pale yellow solution was stirred at room temperature for 6 hours, then cooled to 0° C. and quenched by addition of aqueous NaOH (1.0 M). The mixture was diluted with water and extracted with DCM. The combined organic layers were dried over MgSO4, filtered and evaporated under reduced pr... The reactants are BrC=1C=C2N(C[C@@H](N(C2=CC1)C(=O)OC)C)C(=O)OC(C)C (4-isopropyl 1-methyl (S)-6-bromo-2-methyl-2,3-dihydroquinoxaline-1,4-dicarboxylate), C1(CC1)C(=O)N1[C@H](CN(C2=CC(=CC=C12)C=1C=NNC1)C(=O)OC(C)C)C ((S)-isopropyl 4-(cyclopropanecarbonyl)-3-methyl-7-(1H-pyrazol-4-yl)-3,4-dihydroquinoxaline-1(2H)-carboxylate). Yields the product C[C@@H]1N(C2=CC=C(C=C2N(C1)C(=O)OC(C)C)C=1C=NNC1)C(=O)OC (4-Isopropyl 1-methyl (S)-2-methyl-6-(1H-pyrazol-4-yl)-2,3-dihydroquinoxaline-1,4-dicarboxylate). RXN SMILES: Br[C:2]1[CH:3]=[C:4]2[C:9](=[CH:10][CH:11]=1)[N:8]([C:12]([O:14][CH3:15])=[O:13])[C@@H:7]([CH3:16])[CH2:6][N:5]2[C:17]([O:19][CH:20]([CH3:22])[CH3:21])=[O:18].C1(C(N2C3C(=CC([C:38]4[CH:39]=[N:40][NH:41][CH:42]=4)=CC=3)N(C(OC(C)C)=O)C[C@@H]2C)=O)CC1>>[CH3:16][C@H:7]1[CH2:6][N:5]([C:17]([O:19][CH:20]([CH3:22])[CH3:21])=[O:18])[C:4]2[C:9](=[CH:10][CH:11]=[C:2]([C:38]3[CH:39]=[N:40][NH:41][CH:42]=3)[CH:3]=2)[N:8]1[C:12]([O:14][CH3:15])=[O:13]. Reported procedure: 4-Isopropyl 1-methyl (S)-2-methyl-6-(1H-pyrazol-4-yl)-2,3-dihydroquinoxaline-1,4-dicarboxylate was synthesized from 4-isopropyl 1-methyl (S)-6-bromo-2-methyl-2,3-dihydroquinoxaline-1,4-dicarboxylate according to the procedure outlined above for (S)-isopropyl 4-(cyclopropanecarbonyl)-3-methyl-7-(1H-pyrazol-4-yl)-3,4-dihydroquinoxaline-1(2H)-carboxylate. MS (ESI, pos. ion) m/z 359 [M+1]+. Starting materials: ClC1=C(C=CC=C1)CCCCC1=C(C=CC=C1)O (2-[4-(2-chlorophenyl)butyl]phenol), CC(C)([O-])C.[K+] (potassium t-butoxide), C(Br)C1CO1 (epibromohydrin). Solvent: CC(=O)N(C)C (dimethylacetamide). Yields the product ClC1=C(C=CC=C1)CCCCC1=C(OCC2OC2)C=CC=C1 (2-{2-[4-(2-Chlorophenyl)butyl]phenoxymethyl}-oxirane). Isolated yield 88.5%. RXN SMILES: [Cl:1][C:2]1[CH:7]=[CH:6][CH:5]=[CH:4][C:3]=1[CH2:8][CH2:9][CH2:10][CH2:11][C:12]1[CH:17]=[CH:16][CH:15]=[CH:14][C:13]=1[OH:18].[CH3:19][C:20](C)([O-:22])[CH3:21].[K+].C(C1OC1)Br>CC(N(C)C)=O>[Cl:1][C:2]1[CH:7]=[CH:6][CH:5]=[CH:4][C:3]=1[CH2:8][CH2:9][CH2:10][CH2:11][C:12]1[CH:17]=[CH:16][CH:15]=[CH:14][C:13]=1[O:18][CH2:19][CH:20]1[CH2:21][O:22]1 |f:1.2|. Reported procedure: Following a procedure similar to that described in Example 1(a), 800 mg of 2-[4-(2-chlorophenyl)butyl]phenol (prepared as described in Preparation 18), 344 mg of potassium t-butoxide and 835 mg of epibromohydrin were reacted in 20 ml of dimethylacetamide. The crude product, extracted as described in Example 1(a), was purified as described in Example 1(a), to give 860 mg (yield 88%) of the title compound as a colorless oil. Reactants: C#C (Acetylene), C(C)(C)(C)O[K] (tBuOK), C1(CCCC1)=CCCC(C)=O (5-cyclopentylidenepentan-2-one). Run in C1CCOC1 (THF). The product is C1(CCCC1)=CCCC(C#C)(O)C (6-cyclopentylidene-3-methylhex-1-yn-3-ol). Isolated yield 81.0%. RXN SMILES: [CH:1]#C.[C:3]([O:7][K])([CH3:6])([CH3:5])[CH3:4].[C:9]1(=[CH:14][CH2:15]CC(=O)C)[CH2:13][CH2:12][CH2:11][CH2:10]1>C1COCC1>[C:9]1(=[CH:14][CH2:15][CH2:4][C:3]([CH3:6])([OH:7])[C:5]#[CH:1])[CH2:13][CH2:12][CH2:11][CH2:10]1. Procedure details: Acetylene was bubbled for 50 minutes through a solution of tBuOK (33.8 g; 0.30 mol) in THF (240 ml) at 0° C. The resulting beige suspension was treated with 5-cyclopentylidenepentan-2-one (41.7 g; 0.27 mol) added dropwise for 15 minutes at 0° C. The resulting mixture was warmed gently to room temperature and quenched with saturated NH4Cl (180 ml). The aqueous phase was separated and extracted with MTBE (2×120 ml). The combined organic layers were washed with H2O (240 ml), brine (100 ml), dried o... Starting materials: CCNCC, CN(C)C=O, COc1ccccc1C(=O)O, O, O=S(Cl)Cl. The product is CCN(CC)C(=O)c1ccccc1OC. Reaction SMILES: [CH2:17]([CH3:18])[NH:19][CH2:20][CH3:21].[CH3:1][N:2]([CH3:3])[CH:4]=[O:5].[CH3:6][O:7][c:8]1[c:9]([C:10](=[O:11])[OH:12])[cH:13][cH:14][cH:15][cH:16]1.[OH2:26].[S:22]([Cl:23])([Cl:24])=[O:25]>>[CH3:6][O:7][c:8]1[c:9]([C:10](=[O:12])[N:19]([CH2:17][CH3:18])[CH2:20][CH3:21])[cH:13][cH:14][cH:15][cH:16]1. The reactants are B(Br)(Br)Br (BBr3), CN1C(=CC2=C(C=C(C=C12)OC)Cl)C1=C(C=C(C=C1Cl)OC)Cl (1-methyl-2-(2,6-dichloro-4-methoxy-phenyl)-4-chloro-6-methoxy-indole). Run in O (water). Reaction conditions: time 8 hour. The product is CN1C(=CC2=C(C=C(C=C12)O)Cl)C1=C(C=C(C=C1Cl)O)Cl (1-Methyl-2-(2,6-dichloro-4-hydroxyphenyl)-4-chloro-6-hydroxy-indole). RXN SMILES: B(Br)(Br)Br.[CH3:5][N:6]1[C:14]2[C:9](=[C:10]([Cl:17])[CH:11]=[C:12]([O:15]C)[CH:13]=2)[CH:8]=[C:7]1[C:18]1[C:23]([Cl:24])=[CH:22][C:21]([O:25]C)=[CH:20][C:19]=1[Cl:27]>O>[CH3:5][N:6]1[C:14]2[C:9](=[C:10]([Cl:17])[CH:11]=[C:12]([OH:15])[CH:13]=2)[CH:8]=[C:7]1[C:18]1[C:19]([Cl:27])=[CH:20][C:21]([OH:25])=[CH:22][C:23]=1[Cl:24]. Procedure: 3.4 ml (35 mmole) of BBr3 were added with a syringe to a solution of 3.0 grams of 1-methyl-2-(2,6-dichloro-4-methoxy-phenyl)-4-chloro-6-methoxy-indole in 50 ml of water free methylene chloride at -70° C. After 30 minutes the cold bath was removed and the mixture was stirred overnight. The reaction mixture under ice cooling was carefully poured into a saturated aqueous sodium bicarbonate solution. The precipitate was filtered off with suction, washed with water and reprecipitated from methanol/wa... Reactants: C1(CCCCC1)C[C@@H]([C@H](C[C@H](C=C)C(C)C)O)NC(=O)[C@H](CC=1N=CNC1)NC(=O)[C@@H](CC(=O)OCC)CC1=CC=CC=C1 (ethyl (R)-3-[[(S)-1-[[(1S,2S,4S)-1-(cyclohexylmethyl)-2-hydroxy-4-isopropyl-5-hexenyl]carbamoyl]-2-imidazol-4-ylethyl]carbamoyl]-4-phenylbutyrate), CNC (dimethylamine). Product: C1(CCCCC1)C[C@@H]([C@H](C[C@H](C=C)C(C)C)O)NC([C@H](CC=1N=CNC1)NC([C@H](CC1=CC=CC=C1)CC(N(C)C)=O)=O)=O ((S)-N-[(1S,2S,4S)-1-(cyclohexylmethyl)-2-hydroxy-4-isopropyl-5-hexenyl]-α-[(R)-α-[(dimethylcarbamoyl) methyl]hydrocinnamamido]imidazole-4-propionamide). Isolated yield 20.0%. Reaction SMILES: [CH:1]1([CH2:7][C@H:8]([NH:18][C:19]([C@@H:21]([NH:28][C:29]([C@H:31]([CH2:38][C:39]2[CH:44]=[CH:43][CH:42]=[CH:41][CH:40]=2)[CH2:32][C:33](OCC)=[O:34])=[O:30])[CH2:22][C:23]2[N:24]=[CH:25][NH:26][CH:27]=2)=[O:20])[C@@H:9]([OH:17])[CH2:10][C@@H:11]([CH:14]([CH3:16])[CH3:15])[CH:12]=[CH2:13])[CH2:6][CH2:5][CH2:4][CH2:3][CH2:2]1.[CH3:45][NH:46][CH3:47]>>[CH:1]1([CH2:7][C@H:8]([NH:18][C:19](=[O:20])[C@@H:21]([NH:28][C:29](=[O:30])[C@@H:31]([CH2:32][C:33](=[O:34])[N:46]([CH3:47])[CH3:45])[CH2:38][C:39]2[CH:40]=[CH:41][CH:42]=[CH:43][CH:44]=2)[CH2:22][C:23]2[N:24]=[CH:25][NH:26][CH:27]=2)[C@@H:9]([OH:17])[CH2:10][C@@H:11]([CH:14]([CH3:16])[CH3:15])[CH:12]=[CH2:13])[CH2:6][CH2:5][CH2:4][CH2:3][CH2:2]1. Procedure details: 80 mg (0.13 mmol) of ethyl (R)-3-[[(S)-1-[[(1S,2S,4S)-1-(cyclohexylmethyl)-2-hydroxy-4-isopropyl-5-hexenyl]carbamoyl]-2-imidazol-4-ylethyl]carbamoyl]-4-phenylbutyrate were taken up in 2 ml of a 5.6 molar alcoholic dimethylamine solution and heated to reflux for 3 hours. The solution was then evaporated and the residue was chromatographed on silica gel with a 20:1 mixture of methylene chloride and methanol to obtain 33 mg (20%) of (S)-N-[(1S,2S,4S)-1-(cyclohexylmethyl)-2-hydroxy-4-isopropyl-5-hex... Reactants: FC1=CC=CC=2C3C(C(NC12)=S)CCC3 (6-fluoro-1,2,3,3a,5,9b-hexahydrocyclopenta[c]quinoline-4-thione), N (ammonia). Yields the product NC1=NC=2C(=CC=CC2C2C1CCC2)F (4-Amino-6-fluoro-2,3,3a,9b-tetrahydro-1H-cyclopenta[c]quinoline). Yield: 64.0%. RXN SMILES: [F:1][C:2]1[C:11]2[NH:10][C:9](=S)[CH:8]3[CH2:13][CH2:14][CH2:15][CH:7]3[C:6]=2[CH:5]=[CH:4][CH:3]=1.[NH3:16]>>[NH2:16][C:9]1[CH:8]2[CH2:13][CH2:14][CH2:15][CH:7]2[C:6]2[CH:5]=[CH:4][CH:3]=[C:2]([F:1])[C:11]=2[N:10]=1. Procedure details: Analogously to Example 4, 6-fluoro-1,2,3,3a,5,9b-hexahydrocyclopenta[c]quinoline-4-thione (100 mg, 0.45 mmol) in 7N methanolic ammonia solution (15 ml) is reacted to form 59 mg (64%) of product.